describe an organic reaction: reactants, conditions, products, and yield From a dataset of the Open Reaction Database (ORD), a public repository of structured organic reaction records. The reactants are NC1=C(C(=NC2=CC=CC(=C12)OCC(C)(C)NC(C1=CC(=CC(=C1)OC)OCCO)=O)C)C(=O)O (4-amino-5-(2-(3-(2-hydroxyethoxy)-5-methoxybenzamido)-2-methylpropoxy)-2-methylquinoline-3-carboxylic acid), Cl (HCl). The solvent is CCO (EtOH), CCO (EtOH). Product: Cl.NC1=C(C(=NC2=CC=CC(=C12)OCC(C)(C)NC(C1=CC(=CC(=C1)OC)OCCO)=O)C)C(=O)O (4-amino-5-(2-(3-(2-hydroxyethoxy)-5-methoxybenzamido)-2-methylpropoxy)-2-methylquinoline-3-carboxylic acid hydrochloride). As a reaction SMILES: [NH2:1][C:2]1[C:11]2[C:6](=[CH:7][CH:8]=[CH:9][C:10]=2[O:12][CH2:13][C:14]([NH:17][C:18](=[O:31])[C:19]2[CH:24]=[C:23]([O:25][CH3:26])[CH:22]=[C:21]([O:27][CH2:28][CH2:29][OH:30])[CH:20]=2)([CH3:16])[CH3:15])[N:5]=[C:4]([CH3:32])[C:3]=1[C:33]([OH:35])=[O:34].[ClH:36]>CCO>[ClH:36].[NH2:1][C:2]1[C:11]2[C:6](=[CH:7][CH:8]=[CH:9][C:10]=2[O:12][CH2:13][C:14]([NH:17][C:18](=[O:31])[C:19]2[CH:24]=[C:23]([O:25][CH3:26])[CH:22]=[C:21]([O:27][CH2:28][CH2:29][OH:30])[CH:20]=2)([CH3:15])[CH3:16])[N:5]=[C:4]([CH3:32])[C:3]=1[C:33]([OH:35])=[O:34] |f:3.4|. Procedure: To a stirred suspension of 4-amino-5-(2-(3-(2-hydroxyethoxy)-5-methoxybenzamido)-2-methylpropoxy)-2-methylquinoline-3-carboxylic acid (Example 38, 263 mg, 0.544 mmol) in EtOH (2 mL) was added HCl in EtOH (1.25 N, 479 uL, 1.1 equiv.). The mixture was stirred at room temperature until it became a clear solution (0.5 h). The solution was concentrated under reduced pressure to give the title compound as a white solid, which was further purified by re-crystallization from EtOH/H2O and dried under vac... Reactants: C12(CC3CC(CC(C1)C3)C2)C=2C=C(C=CC2OC)SCC2=CC=C(C(=O)O)C=C2 (4-[3-(1-adamantyl)-4-methoxyphenylthiomethyl]benzoic acid), CO (methanol), S(O)(O)(=O)=O (sulfuric acid). Yields the product C12(CC3CC(CC(C1)C3)C2)C=2C=C(C=CC2OC)SCC2=CC=C(C(=O)OC)C=C2 (methyl 4-[3-(1-adamantyl)-4-methoxyphenylthiomethyl]benzoate). RXN SMILES: [C:1]12([C:11]3[CH:12]=[C:13]([S:19][CH2:20][C:21]4[CH:29]=[CH:28][C:24]([C:25]([OH:27])=[O:26])=[CH:23][CH:22]=4)[CH:14]=[CH:15][C:16]=3[O:17][CH3:18])[CH2:10][CH:5]3[CH2:6][CH:7]([CH2:9][CH:3]([CH2:4]3)[CH2:2]1)[CH2:8]2.S(=O)(=O)(O)O.[CH3:35]O>>[C:1]12([C:11]3[CH:12]=[C:13]([S:19][CH2:20][C:21]4[CH:29]=[CH:28][C:24]([C:25]([O:27][CH3:35])=[O:26])=[CH:23][CH:22]=4)[CH:14]=[CH:15][C:16]=3[O:17][CH3:18])[CH2:10][CH:5]3[CH2:4][CH:3]([CH2:9][CH:7]([CH2:6]3)[CH2:8]1)[CH2:2]2. Reported procedure: 5 g (12.3 mmol) of 4-[3-(1-adamantyl)-4-methoxyphenylthiomethyl]benzoic acid and 50 ml of methanol were introduced into a round-bottomed flask and 330 μl of concentrated sulfuric acid were added. The mixture was heated at reflux for eight hours and the reaction medium was then evaporated to dryness. The residue was taken up in water, neutralized with sodium bicarbonate and extracted with ethyl ether. The organic phase was separated out after settling had taken place, dried over magnesium sulfate... Reactants: C(C1=CC=CC=C1)(=O)N1CC(C2=CC(=CC=C12)OC)C(C(=O)OCC1=CC=CC=C1)C (benzyl 2-(1-benzoyl-5-methoxy-3-indolinyl)propionate). Reagents/catalysts: [Pd] (palladium-on-carbon). Run in C(C)O (ethanol). The product is C(C1=CC=CC=C1)(=O)N1CC(C2=CC(=CC=C12)OC)C(C(=O)O)C (2-(1-Benzoyl-5-methoxy-3-indolinyl)propionic acid). Reaction SMILES: [C:1]([N:9]1[C:17]2[C:12](=[CH:13][C:14]([O:18][CH3:19])=[CH:15][CH:16]=2)[CH:11]([CH:20]([CH3:31])[C:21]([O:23]CC2C=CC=CC=2)=[O:22])[CH2:10]1)(=[O:8])[C:2]1[CH:7]=[CH:6][CH:5]=[CH:4][CH:3]=1>C(O)C.[Pd]>[C:1]([N:9]1[C:17]2[C:12](=[CH:13][C:14]([O:18][CH3:19])=[CH:15][CH:16]=2)[CH:11]([CH:20]([CH3:31])[C:21]([OH:23])=[O:22])[CH2:10]1)(=[O:8])[C:2]1[CH:3]=[CH:4][CH:5]=[CH:6][CH:7]=1. Procedure details: Thirty grams of benzyl 2-(1-benzoyl-5-methoxy-3-indolinyl)propionate were hydrogenated over palladium-on-carbon in ethanol to remove the benzyl ester group. 2-(1-Benzoyl-5-methoxy-3-indolinyl)propionic acid thus formed crystallized on cooling in the hydrogenation bomb and separated with the catalyst on filtration. The desired product was dissolved away from the catalyst by washing with hot ethanol. Ethanol was removed from the combined filtrate and washings by evaporation. The resulting residue ...